From a dataset of the Open Reaction Database (ORD), a public repository of structured organic reaction records. describe an organic reaction: reactants, conditions, products, and yield Reactants: CON(C(CC(C)C)=O)C (N-methoxy-N-methyl-3-methylbutanamide), CC=1C=C(C[Mg]Cl)C=CC1 (3-methylbenzyl magnesium chloride). The product is CC(CC(CC=1C=C(C=CC1)C)=O)C (4-methyl-1-(3-toluyl)-pentan-2-one). Reaction SMILES: CON(C)[C:4](=[O:9])[CH2:5][CH:6]([CH3:8])[CH3:7].[CH3:11][C:12]1[CH:13]=[C:14]([CH:18]=[CH:19][CH:20]=1)[CH2:15][Mg]Cl>>[CH3:7][CH:6]([CH3:8])[CH2:5][C:4](=[O:9])[CH2:11][C:12]1[CH:13]=[C:14]([CH3:15])[CH:18]=[CH:19][CH:20]=1. Procedure: The reaction and treatment were carried out in the same manner as in Example 36-b) using N-methoxy-N-methyl-3-methylbutanamide and 3-methylbenzyl magnesium chloride to obtain a title compound as a light yellow oily substance. Reaction conditions: temperature 0 celsius, time 2 hour. Yield: 99.3%. Product: C(C)C1=C(C=CC=C1)N=C(C)N(P(C(C)C)C(C)C)C1=C(C=CC=C1)CC (N′-(2-ethylphenyl)-N-(2-ethylphenyl)-N-(diisopropylphosphino)acetamidine). Reactants: C(CCC)[Li] (Butyllithium), C(C)C1=C(C=CC=C1)N=C(C)NC1=C(C=CC=C1)CC (N′-(2-ethylphenyl)-N-(2-ethylphenyl)acetamidine), ClP(C(C)C)C(C)C (Chlorodiisopropylphosphine). RXN SMILES: [CH2:1]([C:3]1[CH:8]=[CH:7][CH:6]=[CH:5][C:4]=1[N:9]=[C:10]([NH:12][C:13]1[CH:18]=[CH:17][CH:16]=[CH:15][C:14]=1[CH2:19][CH3:20])[CH3:11])[CH3:2].C([Li])CCC.Cl[P:27]([CH:31]([CH3:33])[CH3:32])[CH:28]([CH3:30])[CH3:29]>C(OCC)C>[CH2:1]([C:3]1[CH:8]=[CH:7][CH:6]=[CH:5][C:4]=1[N:9]=[C:10]([N:12]([C:13]1[CH:18]=[CH:17][CH:16]=[CH:15][C:14]=1[CH2:19][CH3:20])[P:27]([CH:31]([CH3:33])[CH3:32])[CH:28]([CH3:30])[CH3:29])[CH3:11])[CH3:2]. Solvent: C(C)OCC (diethylether). Reported procedure: N′-(2-ethylphenyl)-N-(2-ethylphenyl)acetamidine (NS Amidine I) (0.798 g, 3.0 mmol) was dissolved in 50 mL of diethylether and cooled to 0° C. Butyllithium (1.50 mL of 2.0 M solution in pentane, 3.0 mmol) was added dropwise, producing a light yellow solution. The solution was warmed to room temperature and stirred for 2 hours. Chlorodiisopropylphosphine (0.48 mL, 3.0 mmol) was added slowly at room temperature. A white suspension formed, which was stirred overnight at room temperature. The slurry ... Reactants: ClC1=C(C=CC=C1)C1=CC=C(C=C1)C(C(=O)OCC)=O (ethyl 2'-chloro-4-biphenylylglyoxylate), ferrous sulfate, [H][H] (hydrogen), [H][H] (hydrogen). Reagents/catalysts: [Pt]=O (platinum oxide). Product: ClC1=C(C=CC=C1)C1=CC=C(C=C1)C(C(=O)OCC)O (ethyl 2'-chloro-4-biphenylylglycolate). RXN SMILES: [Cl:1][C:2]1[CH:7]=[CH:6][CH:5]=[CH:4][C:3]=1[C:8]1[CH:13]=[CH:12][C:11]([C:14](=[O:20])[C:15]([O:17][CH2:18][CH3:19])=[O:16])=[CH:10][CH:9]=1.[H][H]>[Pt]=O>[Cl:1][C:2]1[CH:7]=[CH:6][CH:5]=[CH:4][C:3]=1[C:8]1[CH:13]=[CH:12][C:11]([CH:14]([OH:20])[C:15]([O:17][CH2:18][CH3:19])=[O:16])=[CH:10][CH:9]=1. Reported procedure: Into a Paar hydrogenation bottle is added 41.5 g. (0.144 mole) of ethyl 2'-chloro-4-biphenylylglyoxylate, 2 ml. of 0.1 M-ferrous sulfate solution, 220 ml. of isopropionyl and 1.0 g. of 85.1% platinum oxide. The mixture is shaken for 2 hours at room temperature with hydrogen gas until 0.144 mole of hydrogen is absorbed. The catalyst is then filtered off and the solution is evaporated in vacuo and the residue fractionally distilled to obtain ethyl 2'-chloro-4-biphenylylglycolate. Starting materials: C(C)(C)(C)OC(NCC1OC1)=O (Oxiranylmethyl-carbamic acid tert-butyl ester), solution, CN (methylamine), C1CCOC1 (THF). Solvent: C(C)O (Ethanol). Run at temperature 40 celsius, time 5 hour. Product: C(C)(C)(C)OC(NCC(CNC)O)=O ((2-Hydroxy-3-methylamino-propyl)-carbamic acid tert-butyl ester). Reaction SMILES: [C:1]([O:5][C:6](=[O:12])[NH:7][CH2:8][CH:9]1[CH2:11][O:10]1)([CH3:4])([CH3:3])[CH3:2].[CH3:13][NH2:14].C1COCC1>C(O)C>[C:1]([O:5][C:6](=[O:12])[NH:7][CH2:8][CH:9]([OH:10])[CH2:11][NH:14][CH3:13])([CH3:4])([CH3:3])[CH3:2]. Reported procedure: A solution of Oxiranylmethyl-carbamic acid tert-butyl ester (0.64 g, 3.7 mmol) in Ethanol (6 mL) was treated at room temperature with a 2.0M solution of methylamine in THF (5 mL, 10 mmol). The reaction mixture was stirred for 5 hours at 40° C. The solvent was evaporated in vacuo to yield a gum which was used directly into the next step (0.75 g, 98%) Reactants: NC1=NC(=CC(=[N+]1[O-])NC)Cl (2-amino-4-methylamino-6-chloropyrimidine 3-oxide), N1CCCC1 (pyrrolidine), [OH-].[K+] (potassium hydroxide), solution. Solvent: C(C)O (ethanol), C(C)O (ethanol). Reaction conditions: time 1 hour. Product: NC1=NC(=CC(=[N+]1[O-])NC)N1CCCC1 (2-amino-4-methylamino-6-pyrrolidinopyrimidine 3-oxide). Isolated yield 58.9%. Reaction SMILES: [NH2:1][C:2]1[N+:7]([O-:8])=[C:6]([NH:9][CH3:10])[CH:5]=[C:4](Cl)[N:3]=1.[NH:12]1[CH2:16][CH2:15][CH2:14][CH2:13]1.[OH-].[K+]>C(O)C>[NH2:1][C:2]1[N+:7]([O-:8])=[C:6]([NH:9][CH3:10])[CH:5]=[C:4]([N:12]2[CH2:16][CH2:15][CH2:14][CH2:13]2)[N:3]=1 |f:2.3|. Reported procedure: 3.4 g of 2-amino-4-methylamino-6-chloropyrimidine 3-oxide are suspended in 70 ml of ethanol. 4.15 g of pyrrolidine are added. The reaction mixture is refluxed for 7 hours. After it has returned to room temperature, 1.30 g of potassium hydroxide are added as an 85% solution in 15 ml of ethanol. After 1 hour's stirring the mixture is filtered on paper. The filtrates are evaporated to dryness. The residue obtained is recrystallized from 50 ml of a 9/1 acetonitrile-water mixture. 2.40 g of 2-amino-4... The reactants are BrC=1C(=NC(=NC1)S(=O)(=O)C)[C@@H](CC1=CC(=CC(=C1)F)F)NC(CN1N=C(C=2CCCCC12)C(F)(F)F)=O ((R)—N-(1-(5-bromo-2-(methylsulfonyl)pyrimidin-4-yl)-2-(3,5-difluorophenyl)ethyl)-2-(3-(trifluoromethyl)-4,5,6,7-tetrahydro-1H-indazol-1-yl)acetamide), BrC=1C(=NC(=NC1)SC)[C@H](CC1=CC(=CC(=C1)F)F)NC(OC(C)(C)C)=O ((S)-tert-butyl (1-(5-bromo-2-(methylthio)pyrimidin-4-yl)-2-(3,5-difluorophenyl)ethyl)carbamate), C(=O)OC(C)(C)C (H-Boc). Yields the product BrC=1C(=NC(=NC1)S(=O)(=O)C)[C@H](CC1=CC(=CC(=C1)F)F)NC(OC(C)(C)C)=O ((S)-tert-butyl (1-(5-bromo-2-(methylsulfonyl)pyrimidin-4-yl)-2-(3,5-difluorophenyl)ethyl)carbamate). Reaction SMILES: [Br:1][C:2]1[C:3]([C@H:12]([NH:22][C:23](=[O:38])CN2C3CCCCC=3C(C(F)(F)F)=N2)[CH2:13][C:14]2[CH:19]=[C:18]([F:20])[CH:17]=[C:16]([F:21])[CH:15]=2)=[N:4][C:5]([S:8]([CH3:11])(=[O:10])=[O:9])=[N:6][CH:7]=1.BrC1C([C@@H](NC(=O)[O:60][C:61]([CH3:64])([CH3:63])[CH3:62])CC2C=C(F)C=C(F)C=2)=NC(SC)=NC=1.C(OC(C)(C)C)=O>>[Br:1][C:2]1[C:3]([C@@H:12]([NH:22][C:23](=[O:38])[O:60][C:61]([CH3:64])([CH3:63])[CH3:62])[CH2:13][C:14]2[CH:15]=[C:16]([F:21])[CH:17]=[C:18]([F:20])[CH:19]=2)=[N:4][C:5]([S:8]([CH3:11])(=[O:10])=[O:9])=[N:6][CH:7]=1. Reported procedure: The title compound (23B) was prepared according to the method presented for the synthesis of compound 11H of Example 11 utilizing 23A. MS (m/z) 394.03 [M+H-Boc]+. Starting materials: CC(Br)Br, C[SiH](C)C, [Cl-], Clc1ccccc1CBr, Clc1cc(Cl)ncn1, C1CCOC1, O, [Zn]. Yields the product Clc1cc(Cc2ccccc2Cl)ncn1. Reaction SMILES: [Br:1][CH:2]([Br:3])[CH3:4].[CH3:6][SiH:7]([CH3:8])[CH3:9].[Cl-:5].[Cl:10][c:11]1[c:12]([CH2:13][Br:14])[cH:15][cH:16][cH:17][cH:18]1.[Cl:19][c:20]1[n:21][cH:22][n:23][c:24]([Cl:26])[cH:25]1.[O:27]1[CH2:28][CH2:29][CH2:30][CH2:31]1.[OH2:33].[Zn:32]>>[Cl:10][c:11]1[c:12]([CH2:13][c:24]2[n:23][cH:22][n:21][c:20]([Cl:19])[cH:25]2)[cH:15][cH:16][cH:17][cH:18]1.